From a dataset of the Open Reaction Database (ORD), a public repository of structured organic reaction records. describe an organic reaction: reactants, conditions, products, and yield Starting materials: C(O)([O-])=O.[Na+] (sodium hydrogen carbonate), BrC=1C=C(C=O)C=CN1 (2-bromoisonicotinaldehyde), N1CCCC1 (pyrrolidine), C(C)(=O)O[BH-](OC(C)=O)OC(C)=O.[Na+] (sodium triacetoxyborohydride). The solvent is C(C)#N (acetonitrile). Conditions: time 2 hour. Yields the product BrC1=NC=CC(=C1)CN1CCCC1 (2-bromo-4-(pyrrolidin-1-ylmethyl)pyridine). RXN SMILES: [Br:1][C:2]1[CH:3]=[C:4]([CH:7]=[CH:8][N:9]=1)[CH:5]=O.[NH:10]1[CH2:14][CH2:13][CH2:12][CH2:11]1.C(O[BH-](OC(=O)C)OC(=O)C)(=O)C.[Na+].C(=O)([O-])O.[Na+]>C(#N)C>[Br:1][C:2]1[CH:3]=[C:4]([CH2:5][N:10]2[CH2:14][CH2:13][CH2:12][CH2:11]2)[CH:7]=[CH:8][N:9]=1 |f:2.3,4.5|. Procedure details: To a solution of 2-bromoisonicotinaldehyde (400 mg) and pyrrolidine (0.197 mL) in acetonitrile (16 mL) was added sodium triacetoxyborohydride (547 mg) at room temperature, and the mixture was stirred at room temperature for 2 hr. To the reaction mixture was added saturated aqueous sodium hydrogen carbonate solution, and the mixture was extracted with ethyl acetate. The extract was washed with water and saturated brine, and dried over anhydrous sodium sulfate, and the solvent was evaporated under... The reactants are COC(=O)CBr, C1CCOC1, [H-], [Na+], CC(C)(C)OC(=O)N1CC2NC(=O)c3c(cccc3C(F)(F)F)C2C1. Yields the product COC(=O)CN1C(=O)c2c(cccc2C(F)(F)F)C2CN(C(=O)OC(C)(C)C)CC21. Reaction SMILES: [Br:28][CH2:29][C:30](=[O:31])[O:32][CH3:33].[CH2:34]1[O:35][CH2:36][CH2:37][CH2:38]1.[H-:1].[Na+:2].[O:3]=[C:4]1[NH:5][CH:6]2[CH:7]([c:8]3[cH:9][cH:10][cH:11][c:12]([C:14]([F:15])([F:16])[F:17])[c:13]31)[CH2:18][N:19]([C:21](=[O:22])[O:23][C:24]([CH3:25])([CH3:26])[CH3:27])[CH2:20]2>>[O:3]=[C:4]1[N:5]([CH2:29][C:30](=[O:31])[O:32][CH3:33])[CH:6]2[CH:7]([c:8]3[cH:9][cH:10][cH:11][c:12]([C:14]([F:15])([F:16])[F:17])[c:13]31)[CH2:18][N:19]([C:21](=[O:22])[O:23][C:24]([CH3:25])([CH3:26])[CH3:27])[CH2:20]2. The reactants are C(#N)C1=C(NC2=NC=CC(=C21)C)C (3-cyano-methyl-2-methyl pyrrolo[2,3-b]pyridine), C(C(=O)C1=CC=CC=C1)Cl (phenacyl chloride), C(C)#N (acetonitrile). Yields the product Cl.C(#N)CC1=C(N=C2N(C=CC=C21)CC(=O)C2=CC=CC=C2)C (3-cyanomethyl-2-methyl-7-phenacyl-pyrrolo[2,3-b]pyridine hydrochloride). Isolated yield 58.0%. RXN SMILES: [C:1]([C:3]1[C:11]2[C:6](=[N:7][CH:8]=[CH:9][C:10]=2C)[NH:5][C:4]=1[CH3:13])#N.[CH2:14]([Cl:23])[C:15]([C:17]1[CH:22]=[CH:21][CH:20]=[CH:19][CH:18]=1)=[O:16].[C:24](#[N:26])C>>[ClH:23].[C:24]([CH2:1][C:3]1[C:11]2[C:6]([N:7]([CH2:14][C:15]([C:17]3[CH:22]=[CH:21][CH:20]=[CH:19][CH:18]=3)=[O:16])[CH:8]=[CH:9][CH:10]=2)=[N:5][C:4]=1[CH3:13])#[N:26] |f:3.4|. Reported procedure: A solution of 1.0 g (5.8 mmol) of 3-cyano-methyl-2-methyl pyrrolo[2,3-b]pyridine and 1.08 g (7.0 mmol) of phenacyl chloride in 50 ml acetonitrile was refluxed for 14 h. Working up in the same manner as described in example 17 gave 0,5 g 58% of the desired title compound.